Dataset: the Open Reaction Database (ORD), a public repository of structured organic reaction records. Task: describe an organic reaction: reactants, conditions, products, and yield The reactants are C(C)OC(=O)C=1N(C2=CC=CC=C2C1)CC(=O)OC(C)(C)C (1-(tert-Butyloxycarbonyl-methyl)-1H-indole-2-carboxylic acid ethyl ester), FC(C(=O)O)(F)F (trifluoroacetic acid). Run in ClCCl (dichloromethane). The product is C(C)OC(=O)C=1N(C2=CC=CC=C2C1)CC(=O)O (1-(carboxy-methyl)-1H-indole-2-carboxylic ethyl ester). Reaction SMILES: [CH2:1]([O:3][C:4]([C:6]1[N:7]([CH2:15][C:16]([O:18]C(C)(C)C)=[O:17])[C:8]2[C:13]([CH:14]=1)=[CH:12][CH:11]=[CH:10][CH:9]=2)=[O:5])[CH3:2].FC(F)(F)C(O)=O>ClCCl>[CH2:1]([O:3][C:4]([C:6]1[N:7]([CH2:15][C:16]([OH:18])=[O:17])[C:8]2[C:13]([CH:14]=1)=[CH:12][CH:11]=[CH:10][CH:9]=2)=[O:5])[CH3:2]. Reported procedure: 1-(tert-Butyloxycarbonyl-methyl)-1H-indole-2-carboxylic acid ethyl ester was treated with trifluoroacetic acid in dichloromethane to give 1-(carboxy-methyl)-1H-indole-2-carboxylic ethyl ester. Reaction of the latter intermediate with oxalyl chloride in dichloromethane gave the title compound. Starting materials: ClCCl, OCc1cnc(I)c(Cl)c1. Product: O=Cc1cnc(I)c(Cl)c1. Reaction SMILES: [Cl:11][CH2:12][Cl:13].[Cl:1][c:2]1[cH:3][c:4]([CH2:9][OH:10])[cH:5][n:6][c:7]1[I:8]>>[Cl:1][c:2]1[cH:3][c:4]([CH:9]=[O:10])[cH:5][n:6][c:7]1[I:8]. The reactants are BrC1=CC=2N(C3=CC(=CC=C3C2C=C1)Br)C1=CC=C(C=C1)O (2,7-Dibromo-N-(4-hydroxyphenyl)carbazole), [H-].[Na+] (sodium hydride), CN(C=O)C (N,N-dimethylformamide), BrCCCCCCCCO (8-bromooctanol). Run at time 1 hour. Product: OCCCCCCCCOC1=C(C=CC=C1)C1=CC=CC=2C3=CC=CC=C3NC12 ((8-hydroxyoctyloxyphenyl]carbazole). Reaction SMILES: Br[C:2]1[CH:14]=[CH:13][C:12]2[C:11]3[C:6](=[CH:7][C:8](Br)=[CH:9][CH:10]=3)[N:5]([C:16]3[CH:21]=[CH:20][C:19](O)=[CH:18][CH:17]=3)[C:4]=2[CH:3]=1.[H-].[Na+].Br[CH2:26][CH2:27][CH2:28][CH2:29][CH2:30][CH2:31][CH2:32][CH2:33][OH:34].CN(C)C=[O:38]>>[OH:38][CH2:26][CH2:27][CH2:28][CH2:29][CH2:30][CH2:31][CH2:32][CH2:33][O:34][C:4]1[CH:3]=[CH:2][CH:14]=[CH:13][C:12]=1[C:11]1[C:6]2[NH:5][C:16]3[C:17](=[CH:18][CH:19]=[CH:20][CH:21]=3)[C:7]=2[CH:8]=[CH:9][CH:10]=1 |f:1.2|. Reported procedure: 2,7-Dibromo-N-(4-hydroxyphenyl)carbazole (1.24 g) and 60% sodium hydride (0.11 g) were added at 0° C. to N,N-dimethylformamide (DMF) (40 mL), followed by stirring for 1 hour. Then, 8-bromooctanol (0.65 g) was added thereto, and the mixture was stirred at room temperature for 3 hours and at 50° C. for 2 hours. The resultant mixture was extracted with ethyl acetate, washed with water and dried. The crude product was treated through silica gel column chromatography (eluent: 25% ethyl acetate/toluen... The reactants are CC(=O)O, CCOCC, CCOC(=O)C1CCN(c2ccc(Cl)c(OC)c2)CC1, O=C1CCC(=O)N1Cl, Cl, O. Yields the product CCOC(=O)C1CCN(c2cc(OC)c(Cl)cc2Cl)CC1. Reaction SMILES: [C:22]([OH:23])(=[O:24])[CH3:25].[CH3:35][CH2:36][O:37][CH2:38][CH3:39].[Cl:1][c:2]1[c:3]([O:19][CH3:20])[cH:4][c:5]([N:8]2[CH2:9][CH2:10][CH:11]([C:14](=[O:15])[O:16][CH2:17][CH3:18])[CH2:12][CH2:13]2)[cH:6][cH:7]1.[Cl:26][N:27]1[C:28](=[O:29])[CH2:30][CH2:31][C:32]1=[O:33].[ClH:21].[OH2:34]>>[Cl:1][c:2]1[c:3]([O:19][CH3:20])[cH:4][c:5]([N:8]2[CH2:9][CH2:10][CH:11]([C:14](=[O:15])[O:16][CH2:17][CH3:18])[CH2:12][CH2:13]2)[c:6]([Cl:26])[cH:7]1. Reactants: [C-]#N, CC[N+](CC)(CC)CC, CC#N, CC1(C)CCC(C)(C)c2cc(CBr)ccc21. Product: CC1(C)CCC(C)(C)c2cc(CC#N)ccc21. As a reaction SMILES: [C-:20]#[N:21].[CH2:22]([N+:23]([CH2:24][CH3:25])([CH2:26][CH3:27])[CH2:28][CH3:29])[CH3:30].[CH3:17][C:18]#[N:19].[CH3:1][C:2]1([CH3:16])[c:3]2[cH:4][cH:5][c:6]([CH2:14][Br:15])[cH:7][c:8]2[C:9]([CH3:12])([CH3:13])[CH2:10][CH2:11]1>>[CH3:1][C:2]1([CH3:16])[c:3]2[cH:4][cH:5][c:6]([CH2:14][C:18]#[N:19])[cH:7][c:8]2[C:9]([CH3:12])([CH3:13])[CH2:10][CH2:11]1. Reactants: CO, O=C1NC(=O)C(c2cn3c4c(cccc24)CCC3)=C1c1c[nH]c2ccc(-c3ccccc3)cc12. Yields the product O=C1NC(=O)C(c2cn3c4c(cccc24)CCC3)C1c1c[nH]c2ccc(-c3ccccc3)cc12. RXN SMILES: [CH3:35][OH:36].[c:1]1([C:13]2=[C:17]([c:18]3[cH:19][nH:20][c:21]4[cH:22][cH:23][c:24](-[c:27]5[cH:28][cH:29][cH:30][cH:31][cH:32]5)[cH:25][c:26]34)[C:16](=[O:33])[NH:15][C:14]2=[O:34])[cH:2][n:3]2[c:12]3[c:7]([cH:8][cH:9][cH:10][c:11]13)[CH2:6][CH2:5][CH2:4]2>>[c:1]1([CH:13]2[C:14](=[O:34])[NH:15][C:16](=[O:33])[CH:17]2[c:18]2[cH:19][nH:20][c:21]3[cH:22][cH:23][c:24](-[c:27]4[cH:28][cH:29][cH:30][cH:31][cH:32]4)[cH:25][c:26]23)[cH:2][n:3]2[c:12]3[c:7]([cH:8][cH:9][cH:10][c:11]13)[CH2:6][CH2:5][CH2:4]2. Reactants: C(=O)(O)[O-].[Na+] (NaHCO3), C(C)OC(=O)C=1C=2N=CC=NC2C(=CC1)C1=C(C(=CC(=C1F)OC)OC)Cl (8-(2-chloro-6-fluoro-3,5-dimethoxy-phenyl)-quinoxaline-5-carboxylic acid ethyl ester), C(C)N1CCN(CC1)CC=1C=CC(=NC1)N (5-(4-ethyl-piperazin-1-ylmethyl)-pyridin-2-ylamine), C[Al](C)C (trimethyl aluminum). Solvent: C(Cl)Cl (DCM), C(Cl)Cl.CO (DCM MeOH). Conditions: temperature 80 celsius, time 7 hour. Yields the product C(C)N1CCN(CC1)CC=1C=CC(=NC1)NC(=O)C=1C=2N=CC=NC2C(=CC1)C1=C(C(=CC(=C1F)OC)OC)Cl (8-(2-Chloro-6-fluoro-3,5-dimethoxy-phenyl)-quinoxaline-5-carboxylic acid [5-(4-ethyl-piperazin-1-ylmethyl)-pyridin-2-yl]-amide). Reaction SMILES: C([O:3][C:4]([C:6]1[C:7]2[N:8]=[CH:9][CH:10]=[N:11][C:12]=2[C:13]([C:16]2[C:21]([F:22])=[C:20]([O:23][CH3:24])[CH:19]=[C:18]([O:25][CH3:26])[C:17]=2[Cl:27])=[CH:14][CH:15]=1)=O)C.[CH2:28]([N:30]1[CH2:35][CH2:34][N:33]([CH2:36][C:37]2[CH:38]=[CH:39][C:40]([NH2:43])=[N:41][CH:42]=2)[CH2:32][CH2:31]1)[CH3:29].C[Al](C)C.C([O-])(O)=O.[Na+]>C(Cl)Cl.CO.C(Cl)Cl>[CH2:28]([N:30]1[CH2:31][CH2:32][N:33]([CH2:36][C:37]2[CH:38]=[CH:39][C:40]([NH:43][C:4]([C:6]3[C:7]4[N:8]=[CH:9][CH:10]=[N:11][C:12]=4[C:13]([C:16]4[C:21]([F:22])=[C:20]([O:23][CH3:24])[CH:19]=[C:18]([O:25][CH3:26])[C:17]=4[Cl:27])=[CH:14][CH:15]=3)=[O:3])=[N:41][CH:42]=2)[CH2:34][CH2:35]1)[CH3:29] |f:3.4,5.6|. Reported procedure: The title compound was prepared in analogy to the procedure described in Example 115 but using 8-(2-chloro-6-fluoro-3,5-dimethoxy-phenyl)-quinoxaline-5-carboxylic acid ethyl ester (Step 144.1), 5-(4-ethyl-piperazin-1-ylmethyl)-pyridin-2-ylamine (Example 26.1; purified by silica gel column chromatography), 2 equiv of trimethyl aluminum, stirring the reaction mixture for 7 h at 80° C., pouring it onto a saturated aqueous solution of NaHCO3 and DCM. Title compound: ESI-MS: 564.8 [M+H]+; tR=3.57 min... The reactants are CCOC(C)=O, COC(=O)c1cnc(Cl)cc1Cl, c1ccc2[nH]nnc2c1. Reaction SMILES: [CH3:22][CH2:23][O:24][C:25]([CH3:26])=[O:27].[Cl:10][c:11]1[cH:12][c:13]([Cl:21])[n:14][cH:15][c:16]1[C:17](=[O:18])[O:19][CH3:20].[nH:1]1[n:2][n:3][c:4]2[c:5]1[cH:6][cH:7][cH:8][cH:9]2>>[n:1]1(-[c:11]2[cH:12][c:13]([Cl:21])[n:14][cH:15][c:16]2[C:17](=[O:18])[O:19][CH3:20])[n:2][n:3][c:4]2[c:5]1[cH:6][cH:7][cH:8][cH:9]2. Product: COC(=O)c1cnc(Cl)cc1-n1nnc2ccccc21. Reactants: O=C([O-])[O-], COC(=O)c1cc(OCc2c(-c3ccc(F)cn3)noc2C)n[nH]1, CI, [Cs+], [Cs+], CN(C)C=O. Yields the product COC(=O)c1cc(OCc2c(-c3ccc(F)cn3)noc2C)nn1C. RXN SMILES: [C:25](=[O:26])([O-:27])[O-:28].[CH3:1][O:2][C:3](=[O:4])[c:5]1[nH:6][n:7][c:8]([O:10][CH2:11][c:12]2[c:13](-[c:18]3[n:19][cH:20][c:21]([F:24])[cH:22][cH:23]3)[n:14][o:15][c:16]2[CH3:17])[cH:9]1.[CH3:31][I:32].[Cs+:29].[Cs+:30].[O:33]=[CH:34][N:35]([CH3:36])[CH3:37]>>[CH3:1][O:2][C:3](=[O:4])[c:5]1[n:6]([CH3:25])[n:7][c:8]([O:10][CH2:11][c:12]2[c:13](-[c:18]3[n:19][cH:20][c:21]([F:24])[cH:22][cH:23]3)[n:14][o:15][c:16]2[CH3:17])[cH:9]1.